Dataset: the Open Reaction Database (ORD), a public repository of structured organic reaction records. Task: describe an organic reaction: reactants, conditions, products, and yield The reactants are COCCCOc1cc(COC2CN(C(=O)OCc3ccccc3)CCC2c2ccc(OCCCOCc3ccccc3OC)cc2)ccc1Br, CC(C)(C)P(c1ccccc1-c1ccccc1)C(C)(C)C, C1CCNC1, CC(C)(C)[O-], Cc1ccccc1, [Na+], CC(=O)[O-], CC(=O)[O-], [Pd+2]. Yields the product COCCCOc1cc(COC2CN(C(=O)OCc3ccccc3)CCC2c2ccc(OCCCOCc3ccccc3OC)cc2)ccc1N1CCCC1. RXN SMILES: [Br:28][c:29]1[c:30]([O:73][CH2:74][CH2:75][CH2:76][O:77][CH3:78])[cH:31][c:32]([CH2:33][O:34][CH:35]2[CH2:36][N:37]([C:61](=[O:62])[O:63][CH2:64][c:65]3[cH:66][cH:67][cH:68][cH:69][cH:70]3)[CH2:38][CH2:39][CH:40]2[c:41]2[cH:42][cH:43][c:44]([O:47][CH2:48][CH2:49][CH2:50][O:51][CH2:52][c:53]3[c:54]([O:59][CH3:60])[cH:55][cH:56][cH:57][cH:58]3)[cH:45][cH:46]2)[cH:71][cH:72]1.[C:1]([P:2]([C:3]([CH3:4])([CH3:5])[CH3:6])[c:7]1[cH:8][cH:9][cH:10][cH:11][c:12]1-[c:13]1[cH:14][cH:15][cH:16][cH:17][cH:18]1)([CH3:19])([CH3:20])[CH3:21].[CH2:79]1[CH2:80][CH2:81][NH:82][CH2:83]1.[CH3:22][C:23]([CH3:24])([O-:25])[CH3:26].[CH3:84][c:85]1[cH:86][cH:87][cH:88][cH:89][cH:90]1.[Na+:27].[O-:92][C:93]([CH3:94])=[O:95].[O-:96][C:97]([CH3:98])=[O:99].[Pd+2:91]>>[c:29]1([N:82]2[CH2:81][CH2:80][CH2:79][CH2:83]2)[c:30]([O:73][CH2:74][CH2:75][CH2:76][O:77][CH3:78])[cH:31][c:32]([CH2:33][O:34][CH:35]2[CH2:36][N:37]([C:61](=[O:62])[O:63][CH2:64][c:65]3[cH:66][cH:67][cH:68][cH:69][cH:70]3)[CH2:38][CH2:39][CH:40]2[c:41]2[cH:42][cH:43][c:44]([O:47][CH2:48][CH2:49][CH2:50][O:51][CH2:52][c:53]3[c:54]([O:59][CH3:60])[cH:55][cH:56][cH:57][cH:58]3)[cH:45][cH:46]2)[cH:71][cH:72]1. Reactants: FC(C1=CC(=CC=C1)C1=CC=NC=2N1N=CC2C(=O)O)(F)F (7-(α,α,α-trifluoro-m-tolyl)pyrazolo[1,5-a]pyrimidine-3-carboxylic acid), B#B (diborane). Run in O1CCCC1 (tetrahydrofuran), O1CCCC1 (tetrahydrofuran). Conditions: time 8 hour. Product: CC=1C=NN2C1N=CC=C2C=2C=C(C=CC2)C(F)(F)F (3-Methyl-7-(α,α,α-trifluoro-m-tolyl)pyrazolo[1,5-a]pyrimidine). RXN SMILES: [F:1][C:2]([F:22])([F:21])[C:3]1[CH:8]=[CH:7][CH:6]=[C:5]([C:9]2[N:14]3[N:15]=[CH:16][C:17]([C:18](O)=O)=[C:13]3[N:12]=[CH:11][CH:10]=2)[CH:4]=1.B#B>O1CCCC1>[CH3:18][C:17]1[CH:16]=[N:15][N:14]2[C:9]([C:5]3[CH:4]=[C:3]([C:2]([F:22])([F:1])[F:21])[CH:8]=[CH:7][CH:6]=3)=[CH:10][CH:11]=[N:12][C:13]=12. Procedure: A solution of 0.01 mole of 7-(α,α,α-trifluoro-m-tolyl)pyrazolo[1,5-a]pyrimidine-3-carboxylic acid in tetrahydrofuran is added dropwise to a chilled (0° C.) solution of 0.02 mole of diborane in tetrahydrofuran. After standing overnight the mixture is poured onto ice and the product extracted into dichloromethane. The dichloromethane layer is washed with water, dried (MgSO4) and the solvent removed to give the product of the example.